Dataset: the Open Reaction Database (ORD), a public repository of structured organic reaction records. Task: describe an organic reaction: reactants, conditions, products, and yield Starting materials: COc1ccc(CO)cc1, O=S(=O)(NCCNCC=Cc1ccc(Cl)cc1)c1cccc2cnccc12, CC(C)OC(=O)N=NC(=O)OC(C)C, C1CCOC1, c1ccc(P(c2ccccc2)c2ccccc2)cc1. Product: COc1ccc(CN(CCNCC=Cc2ccc(Cl)cc2)S(=O)(=O)c2cccc3cnccc23)cc1. RXN SMILES: [CH2:28]([c:29]1[cH:30][cH:31][c:32]([O:35][CH3:36])[cH:33][cH:34]1)[OH:37].[Cl:1][c:2]1[cH:3][cH:4][c:5]([CH:6]=[CH:7][CH2:8][NH:9][CH2:10][CH2:11][NH:12][S:13](=[O:14])(=[O:15])[c:16]2[c:17]3[cH:18][cH:19][n:20][cH:21][c:22]3[cH:23][cH:24][cH:25]2)[cH:26][cH:27]1.[O:57]=[C:58]([O:59][CH:60]([CH3:61])[CH3:62])[N:63]=[N:64][C:65]([O:66][CH:67]([CH3:68])[CH3:69])=[O:70].[O:71]1[CH2:72][CH2:73][CH2:74][CH2:75]1.[c:38]1([P:39]([c:40]2[cH:41][cH:42][cH:43][cH:44][cH:45]2)[c:46]2[cH:47][cH:48][cH:49][cH:50][cH:51]2)[cH:52][cH:53][cH:54][cH:55][cH:56]1>>[Cl:1][c:2]1[cH:3][cH:4][c:5]([CH:6]=[CH:7][CH2:8][NH:9][CH2:10][CH2:11][N:12]([S:13](=[O:14])(=[O:15])[c:16]2[c:17]3[cH:18][cH:19][n:20][cH:21][c:22]3[cH:23][cH:24][cH:25]2)[CH2:28][c:29]2[cH:30][cH:31][c:32]([O:35][CH3:36])[cH:33][cH:34]2)[cH:26][cH:27]1. Isolated yield 87.8%. Run at time 15 hour. Procedure details: In 100 ml of methylene chloride were added 6.0 g of piperazine and 1.2 g of anhydrous potassium carbonate, and to the mixture was added dropwise 30 ml of a methylene chloride solution containing 2.0 g of 5-isoquinolinesulfonyl chloride under cooling with ice. After the dropwise addition of the methylene chloride solution, the mixed solution was stirred at a temperature of 15° C. to 25° C. for 15 hours, and then the reaction solution was washed with water, dried with anhydrous magnesium sulfate, ... Starting materials: Compound ( 35 ), N1CCNCC1 (piperazine), C([O-])([O-])=O.[K+].[K+] (potassium carbonate), C1=NC=CC=2C(=CC=CC12)S(=O)(=O)Cl (5-isoquinolinesulfonyl chloride), C(Cl)(Cl)Cl (chloroform). Reaction SMILES: [NH:1]1[CH2:6][CH2:5][NH:4][CH2:3][CH2:2]1.C(=O)([O-])[O-].[K+].[K+].[CH:13]1[C:22]2[CH:21]=[CH:20][CH:19]=[C:18]([S:23](Cl)(=[O:25])=[O:24])[C:17]=2[CH:16]=[CH:15][N:14]=1.C(Cl)(Cl)Cl>C(Cl)Cl>[CH:13]1[C:22]2[CH:21]=[CH:20][CH:19]=[C:18]([S:23]([N:1]3[CH2:6][CH2:5][NH:4][CH2:3][CH2:2]3)(=[O:25])=[O:24])[C:17]=2[CH:16]=[CH:15][N:14]=1 |f:1.2.3|. Solvent: C(Cl)Cl (methylene chloride), C(Cl)Cl (methylene chloride), C(Cl)Cl (methylene chloride). Product: C1=NC=CC=2C(=CC=CC12)S(=O)(=O)N1CCNCC1 (1-(5-isoquinolinesulfonyl)piperazine). Reactants: CC(CCCCCCCCC)=O (2-Undecanone), C(CO)O (ethylene glycol). The reagents and catalysts are [Pd] (Pd/C). Reaction conditions: temperature 200 celsius, time 3 hour. The product is CC(CCCCCCCCC)=O.C(CO)O (2-Undecanone Ethylene Glycol). RXN SMILES: [CH3:1][C:2](=[O:12])[CH2:3][CH2:4][CH2:5][CH2:6][CH2:7][CH2:8][CH2:9][CH2:10][CH3:11].[CH2:13]([OH:16])[CH2:14][OH:15]>[Pd]>[CH3:1][C:2](=[O:12])[CH2:3][CH2:4][CH2:5][CH2:6][CH2:7][CH2:8][CH2:9][CH2:10][CH3:11].[CH2:13]([OH:16])[CH2:14][OH:15] |f:3.4|. Procedure details: 2-Undecanone (8.5 g, 10.3 ml; 0.05 mol), ethylene glycol (62.1 g, 55.8 ml; 1 mol), and 0.2 g of 10% Pd/C are charged in the Parr reactor. The system is purged with nitrogen three times. Then 500 psi of hydrogen is charged, the reactor is heated to 200° C., and the hydrogen pressure adjusted to 1000 psi. After 3 hrs at 200° C. and 1000 psi, GC analysis shows 98% conversion of 2-undecanone and formation of 2-sec-undecylethanol (87.1%), 2-undecanol (7.0%), and 2-methyl-2-nonyl-1,3-dioxolane (0.9%).